This data is from the Open Reaction Database (ORD), a public repository of structured organic reaction records. The task is: describe an organic reaction: reactants, conditions, products, and yield Starting materials: ClCCl, CCOC(=O)c1nc(NC2CCC(O)CC2)nc(Nc2ccccc2OC)c1N, CCOC(=O)c1nc(NC2CCC(O)CC2)nc2c1[nH]c(=O)n2-c1ccccc1OC. Product: COc1ccccc1-n1c(=O)[nH]c2c(C(N)=O)nc(NC3CCC(O)CC3)nc21. RXN SMILES: [Cl:61][CH2:62][Cl:63].[NH2:32][c:33]1[c:34]([C:35]([O:36][CH2:37][CH3:38])=[O:39])[n:40][c:41]([NH:42][CH:43]2[CH2:44][CH2:45][CH:46]([OH:47])[CH2:48][CH2:49]2)[n:50][c:51]1[NH:52][c:53]1[cH:54][cH:55][cH:56][cH:57][c:58]1[O:59][CH3:60].[OH:1][CH:2]1[CH2:3][CH2:4][CH:5]([NH:8][c:9]2[n:10][c:11]([C:27]([O:29][CH2:28][CH3:30])=[O:31])[c:12]3[nH:13][c:14](=[O:26])[n:15](-[c:18]4[c:19]([O:24][CH3:25])[cH:20][cH:21][cH:22][cH:23]4)[c:16]3[n:17]2)[CH2:6][CH2:7]1>>[OH:1][CH:2]1[CH2:3][CH2:4][CH:5]([NH:8][c:9]2[n:10][c:11]([C:27](=[O:29])[NH2:32])[c:12]3[nH:13][c:14](=[O:26])[n:15](-[c:18]4[c:19]([O:24][CH3:25])[cH:20][cH:21][cH:22][cH:23]4)[c:16]3[n:17]2)[CH2:6][CH2:7]1. Starting materials: C1(C=2C(C(N1)=O)=CC=CC2)=O (phthalimide), Cl (HCl). The solvent is CC(=O)O (AcOH). The product is C1(NCC2=CC=CC=C12)=O (2,3-Dihydro-isoindol-1-one). The yield is 52.6%. Reaction SMILES: [C:1]1(=O)[NH:5][C:4](=[O:6])[C:3]2=[CH:7][CH:8]=[CH:9][CH:10]=[C:2]12.Cl>CC(O)=O>[C:4]1(=[O:6])[C:3]2[C:2](=[CH:10][CH:9]=[CH:8][CH:7]=2)[CH2:1][NH:5]1. Procedure: To a suspension of phthalimide (14.7 g, 100.0 mmol) in AcOH (150 mL) was added Sn0 (29.7 g, 250.0 mmol) and concentrated HCl (70 mL). The mixture was heated to reflux for two hours. The hot mixture was filtered and concentrated. The residue was taken up in CH2Cl2 and washed four times with 1M HCl, until no more precipitate was observed when saturated NaHCO3 was added to the organic phase. The organic layer was washed once with saturated NaHCO3, dried over MgSO4, filtered and concentrated to prov...